Dataset: the Open Reaction Database (ORD), a public repository of structured organic reaction records. Task: describe an organic reaction: reactants, conditions, products, and yield Starting materials: hydrochloride salt, CC1=C(C(=CC=C1)C)C1=CC=CC2=C1CC(O2)CN=[N+]=[N-] ((±)-[4-(2,6-dimethylphenyl)-2,3-dihydro-1-benzofuran-2-yl]methyl azide). The reagents and catalysts are [Pd] (palladium on carbon). Product: CC1=C(C(=CC=C1)C)C1=CC=CC2=C1CC(O2)CN ((±)-1-[4-(2,6-dimethylphenyl)-2,3-dihydro-1-benzofuran-2-yl]methanamine). Yield: 93.0%. As a reaction SMILES: [CH3:1][C:2]1[CH:7]=[CH:6][CH:5]=[C:4]([CH3:8])[C:3]=1[C:9]1[C:14]2[CH2:15][CH:16]([CH2:18][N:19]=[N+]=[N-])[O:17][C:13]=2[CH:12]=[CH:11][CH:10]=1>[Pd]>[CH3:1][C:2]1[CH:7]=[CH:6][CH:5]=[C:4]([CH3:8])[C:3]=1[C:9]1[C:14]2[CH2:15][CH:16]([CH2:18][NH2:19])[O:17][C:13]=2[CH:12]=[CH:11][CH:10]=1. Procedure details: Treatment of (±)-[4-(2,6-dimethylphenyl)-2,3-dihydro-1-benzofuran-2-yl]methyl 4-methylbenzenesulfonate (2.27 g, 5.55 mmol) with sodium azide (1.44 g, 22.23 mmol) generally according to the procedure described for Intermediate 98 gave 1.41 g (91%) of (±)-[4-(2,6-dimethylphenyl)-2,3-dihydro-1-benzofuran-2-yl]methyl azide. Treatment of the azide with palladium on carbon (0.141 g, 10 wt. %) generally according to the procedure described for Example 1 provided 1.36 g (93%) of (±)-1-[4-(2,6-dimethylph... The reactants are CCOC(C)=O, O=[N+]([O-])c1ccc(OCc2cccc(F)c2)c(F)c1. The product is Nc1ccc(OCc2cccc(F)c2)c(F)c1. As a reaction SMILES: [CH3:20][CH2:21][O:22][C:23](=[O:24])[CH3:25].[F:1][c:2]1[cH:3][c:4]([N+:17]([O-:18])=[O:19])[cH:5][cH:6][c:7]1[O:8][CH2:9][c:10]1[cH:11][c:12]([F:16])[cH:13][cH:14][cH:15]1>>[F:1][c:2]1[cH:3][c:4]([NH2:17])[cH:5][cH:6][c:7]1[O:8][CH2:9][c:10]1[cH:11][c:12]([F:16])[cH:13][cH:14][cH:15]1. Reactants: O=C(Cl)CN1C(=O)c2ccccc2C1=O, ClCCl, CC(C)(C)C(O[SiH](c1ccccc1)c1ccccc1)c1c(Cl)ccc(N)c1Cl, O. Yields the product CC(C)(C)C(O[SiH](c1ccccc1)c1ccccc1)c1c(Cl)ccc(NC(=O)CN2C(=O)c3ccccc3C2=O)c1Cl. As a reaction SMILES: [C:32]1(=[O:46])[c:33]2[c:34]([cH:42][cH:43][cH:44][cH:45]2)[C:35](=[O:41])[N:36]1[CH2:37][C:38](=[O:39])[Cl:40].[Cl:29][CH2:30][Cl:31].[NH2:1][c:2]1[c:3]([Cl:28])[c:4]([CH:9]([O:10][SiH:11]([c:12]2[cH:13][cH:14][cH:15][cH:16][cH:17]2)[c:18]2[cH:19][cH:20][cH:21][cH:22][cH:23]2)[C:24]([CH3:25])([CH3:26])[CH3:27])[c:5]([Cl:8])[cH:6][cH:7]1.[OH2:47]>>[NH:1]([c:2]1[c:3]([Cl:28])[c:4]([CH:9]([O:10][SiH:11]([c:12]2[cH:13][cH:14][cH:15][cH:16][cH:17]2)[c:18]2[cH:19][cH:20][cH:21][cH:22][cH:23]2)[C:24]([CH3:25])([CH3:26])[CH3:27])[c:5]([Cl:8])[cH:6][cH:7]1)[C:38]([CH2:37][N:36]1[C:32](=[O:46])[c:33]2[c:34]([cH:42][cH:43][cH:44][cH:45]2)[C:35]1=[O:41])=[O:39]. Starting materials: BrC=1C=C(C=C(C1)C(F)(F)F)[C@@H]1[C@@H](N(C(O1)=O)CC1=NC(=NC=C1C1=C(C=C(C(=C1)C(C)C)F)OC)N1CC(C1)F)C ((4S,5R)-5-[3-bromo-5-(trifluoromethyl)phenyl]-3-({2-(3-fluoroazetidin-1-yl)-5-[4-fluoro-2-methoxy-5-(propan-2-yl)phenyl]pyrimidin-4-yl}methyl)-4-methyl-1,3-oxazolidin-2-one), P(=O)([O-])([O-])[O-].[K+].[K+].[K+] (tripotassium phosphate), C1(CC1)B(O)O (cyclopropylboronic acid). The reagents and catalysts are C=1C=CC(=CC1)[P](C=2C=CC=CC2)(C=3C=CC=CC3)[Pd]([P](C=4C=CC=CC4)(C=5C=CC=CC5)C=6C=CC=CC6)([P](C=7C=CC=CC7)(C=8C=CC=CC8)C=9C=CC=CC9)[P](C=1C=CC=CC1)(C=1C=CC=CC1)C=1C=CC=CC1 (tetrakis(triphenylphosphine)palladium(0)). Run in O1CCOCC1 (dioxane). Reaction conditions: temperature 140 celsius. Yields the product C1(CC1)C=1C=C(C=C(C1)C(F)(F)F)[C@@H]1[C@@H](N(C(O1)=O)CC1=NC(=NC=C1C1=C(C=C(C(=C1)C(C)C)F)OC)N1CC(C1)F)C ((4S,5R)-5-[3-cyclopropyl-5-(trifluoromethyl)phenyl]-3-({2-(3-fluoroazetidin-1-yl)-5-[4-fluoro-2-methoxy-5-(propan-2-yl)phenyl]pyrimidin-4-yl}methyl)-4-methyl-1,3-oxazolidin-2-one). Isolated yield 46.8%. RXN SMILES: Br[C:2]1[CH:3]=[C:4]([C@H:12]2[O:16][C:15](=[O:17])[N:14]([CH2:18][C:19]3[C:24]([C:25]4[CH:30]=[C:29]([CH:31]([CH3:33])[CH3:32])[C:28]([F:34])=[CH:27][C:26]=4[O:35][CH3:36])=[CH:23][N:22]=[C:21]([N:37]4[CH2:40][CH:39]([F:41])[CH2:38]4)[N:20]=3)[C@H:13]2[CH3:42])[CH:5]=[C:6]([C:8]([F:11])([F:10])[F:9])[CH:7]=1.P([O-])([O-])([O-])=O.[K+].[K+].[K+].[CH:51]1(B(O)O)[CH2:53][CH2:52]1>O1CCOCC1.C1C=CC([P]([Pd]([P](C2C=CC=CC=2)(C2C=CC=CC=2)C2C=CC=CC=2)([P](C2C=CC=CC=2)(C2C=CC=CC=2)C2C=CC=CC=2)[P](C2C=CC=CC=2)(C2C=CC=CC=2)C2C=CC=CC=2)(C2C=CC=CC=2)C2C=CC=CC=2)=CC=1>[CH:51]1([C:2]2[CH:3]=[C:4]([C@H:12]3[O:16][C:15](=[O:17])[N:14]([CH2:18][C:19]4[C:24]([C:25]5[CH:30]=[C:29]([CH:31]([CH3:32])[CH3:33])[C:28]([F:34])=[CH:27][C:26]=5[O:35][CH3:36])=[CH:23][N:22]=[C:21]([N:37]5[CH2:38][CH:39]([F:41])[CH2:40]5)[N:20]=4)[C@H:13]3[CH3:42])[CH:5]=[C:6]([C:8]([F:9])([F:10])[F:11])[CH:7]=2)[CH2:53][CH2:52]1 |f:1.2.3.4,^1:66,68,87,106|. Procedure: To (4S,5R)-5-[3-bromo-5-(trifluoromethyl)phenyl]-3-({2-(3-fluoroazetidin-1-yl)-5-[4-fluoro-2-methoxy-5-(propan-2-yl)phenyl]pyrimidin-4-yl}methyl)-4-methyl-1,3-oxazolidin-2-one (0.031 g, 0.047 mmol) in dioxane (0.5 mL) was added tripotassium phosphate (0.071 mL, 0.142 mmol), cyclopropylboronic acid (6.10 mg, 0.071 mmol) and tetrakis(triphenylphosphine)palladium(0) (5.47 mg, 4.74 μmol). The system was flushed with nitrogen and was sealed before heating at 140° C. by microwave irradiation for 30 mi... Starting materials: ClCCl, CCOC(=O)N=NC(=O)OCC, CCC(C)(C)C(=O)c1nc2cc(O)ccc2c(=O)[nH]1, OCCCN1CCOCC1, c1ccc(P(c2ccccc2)c2ccccc2)cc1. Product: CCC(C)(C)C(=O)c1nc2cc(OCCCN3CCOCC3)ccc2c(=O)[nH]1. Reaction SMILES: [CH2:61]([Cl:62])[Cl:63].[O:49]=[C:50]([O:51][CH2:52][CH3:53])[N:54]=[N:55][C:56]([O:57][CH2:58][CH3:59])=[O:60].[OH:1][c:2]1[cH:3][cH:4][c:5]2[c:6](=[O:19])[nH:7][c:8]([C:12]([C:13]([CH2:14][CH3:15])([CH3:16])[CH3:17])=[O:18])[n:9][c:10]2[cH:11]1.[OH:20][CH2:21][CH2:22][CH2:23][N:24]1[CH2:25][CH2:26][O:27][CH2:28][CH2:29]1.[c:30]1([P:31]([c:32]2[cH:33][cH:34][cH:35][cH:36][cH:37]2)[c:38]2[cH:39][cH:40][cH:41][cH:42][cH:43]2)[cH:44][cH:45][cH:46][cH:47][cH:48]1>>[O:1]([c:2]1[cH:3][cH:4][c:5]2[c:6](=[O:19])[nH:7][c:8]([C:12]([C:13]([CH2:14][CH3:15])([CH3:16])[CH3:17])=[O:18])[n:9][c:10]2[cH:11]1)[CH2:21][CH2:22][CH2:23][N:24]1[CH2:25][CH2:26][O:27][CH2:28][CH2:29]1. Reactants: C1CCOC1, CC(C)[N-]C(C)C, CCOCC, CCCCCC, [Li+], CCOC(=O)CN=C(c1ccccc1)c1ccccc1, O=S(=O)(Oc1ccc(CBr)nc1)c1ccccc1. Yields the product CCOC(=O)C(Cc1ccc(OS(=O)(=O)c2ccccc2)cn1)N=C(c1ccccc1)c1ccccc1. As a reaction SMILES: [CH2:58]1[O:59][CH2:60][CH2:61][CH2:62]1.[CH3:22][CH:23]([N-:24][CH:25]([CH3:26])[CH3:27])[CH3:28].[CH3:47][CH2:48][O:49][CH2:50][CH3:51].[CH3:52][CH2:53][CH2:54][CH2:55][CH2:56][CH3:57].[Li+:21].[c:1]1([C:7](=[N:8][CH2:9][C:10](=[O:11])[O:12][CH2:13][CH3:14])[c:15]2[cH:16][cH:17][cH:18][cH:19][cH:20]2)[cH:2][cH:3][cH:4][cH:5][cH:6]1.[c:29]1([S:35](=[O:36])(=[O:37])[O:38][c:39]2[cH:40][cH:41][c:42]([CH2:45][Br:46])[n:43][cH:44]2)[cH:30][cH:31][cH:32][cH:33][cH:34]1>>[c:1]1([C:7](=[N:8][CH:9]([C:10](=[O:11])[O:12][CH2:13][CH3:14])[CH2:45][c:42]2[cH:41][cH:40][c:39]([O:38][S:35]([c:29]3[cH:30][cH:31][cH:32][cH:33][cH:34]3)(=[O:36])=[O:37])[cH:44][n:43]2)[c:15]2[cH:16][cH:17][cH:18][cH:19][cH:20]2)[cH:2][cH:3][cH:4][cH:5][cH:6]1. Starting materials: CCCN(CC(C)Oc1ccc(CCC(=O)OC)c(C)c1)S(=O)(=O)c1sc2ccc(F)cc2c1C, CCO, CCOC(C)=O, Cl, [Na+], [OH-]. Yields the product CCCN(CC(C)Oc1ccc(CCC(=O)O)c(C)c1)S(=O)(=O)c1sc2ccc(F)cc2c1C. As a reaction SMILES: [CH3:1][O:2][C:3]([CH2:4][CH2:5][c:6]1[c:7]([CH3:34])[cH:8][c:9]([O:12][CH:13]([CH2:14][N:15]([CH2:16][CH2:17][CH3:18])[S:19](=[O:20])(=[O:21])[c:22]2[c:23]([CH3:32])[c:24]3[c:25]([s:26]2)[cH:27][cH:28][c:29]([F:31])[cH:30]3)[CH3:33])[cH:10][cH:11]1)=[O:35].[CH3:39][CH2:40][OH:41].[CH3:42][CH2:43][O:44][C:45](=[O:46])[CH3:47].[ClH:38].[Na+:37].[OH-:36]>>[O:2]=[C:3]([CH2:4][CH2:5][c:6]1[c:7]([CH3:34])[cH:8][c:9]([O:12][CH:13]([CH2:14][N:15]([CH2:16][CH2:17][CH3:18])[S:19](=[O:20])(=[O:21])[c:22]2[c:23]([CH3:32])[c:24]3[c:25]([s:26]2)[cH:27][cH:28][c:29]([F:31])[cH:30]3)[CH3:33])[cH:10][cH:11]1)[OH:35]. Starting materials: ClCCCl, CN1CCOCC1, O=CN(CC(CC1CCCC1)C(=O)O)OCc1ccccc1, Cc1nc(NN)c(F)c(N2CC(O)C(C)(C)C2)n1, CN(C)C=O, On1nnc2cccnc21. The product is Cc1nc(NNC(=O)C(CC2CCCC2)CN(C=O)OCc2ccccc2)c(F)c(N2CC(O)C(C)(C)C2)n1. Reaction SMILES: [CH2:58]([Cl:59])[CH2:60][Cl:61].[CH3:41][N:42]1[CH2:43][CH2:44][O:45][CH2:46][CH2:47]1.[CH:19]1([CH2:24][CH:25]([C:26](=[O:27])[OH:28])[CH2:29][N:30]([O:31][CH2:32][c:33]2[cH:34][cH:35][cH:36][cH:37][cH:38]2)[CH:39]=[O:40])[CH2:20][CH2:21][CH2:22][CH2:23]1.[F:1][c:2]1[c:3]([N:11]2[CH2:12][CH:13]([OH:18])[C:14]([CH3:16])([CH3:17])[CH2:15]2)[n:4][c:5]([CH3:10])[n:6][c:7]1[NH:8][NH2:9].[O:62]=[CH:63][N:64]([CH3:65])[CH3:66].[OH:48][n:49]1[c:50]2[n:51][cH:52][cH:53][cH:54][c:55]2[n:56][n:57]1>>[F:1][c:2]1[c:3]([N:11]2[CH2:12][CH:13]([OH:18])[C:14]([CH3:16])([CH3:17])[CH2:15]2)[n:4][c:5]([CH3:10])[n:6][c:7]1[NH:8][NH:9][C:26]([CH:25]([CH2:24][CH:19]1[CH2:20][CH2:21][CH2:22][CH2:23]1)[CH2:29][N:30]([O:31][CH2:32][c:33]1[cH:34][cH:35][cH:36][cH:37][cH:38]1)[CH:39]=[O:40])=[O:27]. Starting materials: C(C)(=O)OCC (ethyl acetate), FC1=CC=C(C=C1)S(=O)(=O)C=1C=CC(=NC1)\C=C\C1=CC=C(C=C1)F (5-[(4-fluorophenyl)sulfonyl]-2-[(E)-2-(4-fluorophenyl)vinyl]-pyridine), [H][H] (hydrogen), [H][H] (hydrogen). The reagents and catalysts are [Pd] (palladium). Run in C(C)O (ethanol). Conditions: time 20 hour. The product is FC1=CC=C(C=C1)CCC1=NC=C(C=C1)S(=O)(=O)C1=CC=C(C=C1)F (2-[2-(4-fluorophenyl)ethyl]-5-[(4-fluorophenyl)sulfonyl]pyridine). Yield: 61.3%. As a reaction SMILES: [F:1][C:2]1[CH:7]=[CH:6][C:5]([S:8]([C:11]2[CH:12]=[CH:13][C:14](/[CH:17]=[CH:18]/[C:19]3[CH:24]=[CH:23][C:22]([F:25])=[CH:21][CH:20]=3)=[N:15][CH:16]=2)(=[O:10])=[O:9])=[CH:4][CH:3]=1.C(OCC)(=O)C.[H][H]>C(O)C.[Pd]>[F:25][C:22]1[CH:21]=[CH:20][C:19]([CH2:18][CH2:17][C:14]2[CH:13]=[CH:12][C:11]([S:8]([C:5]3[CH:4]=[CH:3][C:2]([F:1])=[CH:7][CH:6]=3)(=[O:10])=[O:9])=[CH:16][N:15]=2)=[CH:24][CH:23]=1. Reported procedure: 5-[(4-fluorophenyl)sulfonyl]-2-[(E)-2-(4-fluorophenyl)vinyl]-pyridine (Example 2, 0.42 g, 1.18 mmol) was taken up in ethanol (5 mL) and ethyl acetate (5 mL) and palladium (10% wt. on activated carbon, 60 mg) was added. The suspension was shaken in a Parr apparatus at 20 psi hydrogen for 6 hours, followed by 40 psi hydrogen for 3 days. The catalyst was removed by filtration and the solvent removed in vacuo. The residue was taken up in acetic acid (25 mL) and platinum(IV) oxide (20 mg) was added. ...